Dataset: the Open Reaction Database (ORD), a public repository of structured organic reaction records. Task: describe an organic reaction: reactants, conditions, products, and yield Reactants: C(C=C)OC1(CCN(CC1)C1=C(C(=CC=2N1C=C(N2)C=2C=C(C=CC2)C2=C(C(=CC=C2)F)O[C@@H](C)CC=C)C)[C@@H](C(=O)OC)OC(C)(C)C)C ((S)-methyl 2-(5-(4-(allyloxy)-4-methylpiperidin-1-yl)-2-(3′-fluoro-2′-((S)-pent-4-en-2-yloxy)-[1,1′-biphenyl]-3-yl)-7-methylimidazo[1,2-a]pyridin-6-yl)-2-(tert-butoxy)acetate), C(C)(C)(C)O[C@H](C(=O)OC)C1=C2N3CCC(OCC=CC[C@@H](OC=4C=C(C=CC4C4=CC=CC(C5=CN2C(C=C1C)=N5)=C4)F)C)(CC3)C (methyl(2S)-2-(tert-butoxy)-2-[(22S)-18-fluoro-4,22,28-trimethyl-21,27-dioxa-1,7,34-triazahexacyclo[26.2.2.16,9.110,14.02,7.015,20]tetratriaconta-2,4,6(34),8,10(33),11,13,15(20),16,18,24-undecaen-3-yl]acetate). The product is C(C)(C)(C)O[C@H](C(=O)OC)C1=C2N3CCC(OC/C=C/C[C@@H](OC=4C(=CC=CC4C4=CC=CC(C5=CN2C(C=C1C)=N5)=C4)F)C)(CC3)C (Methyl(2S)-2-(tert-butoxy)-2-[(22S,24E)-19-fluoro-4,22,28-trimethyl-21,27-dioxa-1,7,34-triazahexacyclo[26.2.2.16,9.110,14.02,7.015,20]tetratriaconta-2,4,6(34),8,10(33),11,13,15(20),16,18,24-undecaen-3-yl]acetate). As a reaction SMILES: [CH2:1]([O:4][C:5]1([CH3:50])[CH2:10][CH2:9][N:8]([C:11]2[N:16]3[CH:17]=[C:18]([C:20]4[CH:21]=[C:22]([C:26]5[CH:31]=[CH:30][CH:29]=[C:28]([F:32])[C:27]=5[O:33][C@H:34]([CH2:36]C=C)[CH3:35])[CH:23]=[CH:24][CH:25]=4)[N:19]=[C:15]3[CH:14]=[C:13]([CH3:39])[C:12]=2[C@H:40]([O:45][C:46]([CH3:49])([CH3:48])[CH3:47])[C:41]([O:43][CH3:44])=[O:42])[CH2:7][CH2:6]1)[CH:2]=[CH2:3].C(O[C@@H](C1C(C)=CC2=NC3=CN2C=1N1CCC(C)(OCC=CC[C@H](C)OC2C=C(F)C=CC=2C2C=C3C=CC=2)CC1)C(OC)=O)(C)(C)C>>[C:46]([O:45][C@@H:40]([C:12]1[C:13]([CH3:39])=[CH:14][C:15]2=[N:19][C:18]3=[CH:17][N:16]2[C:11]=1[N:8]1[CH2:9][CH2:10][C:5]([CH3:50])([O:4][CH2:1][CH:2]=[CH:3][CH2:35][C@H:34]([CH3:36])[O:33][C:27]2[C:28]([F:32])=[CH:29][CH:30]=[CH:31][C:26]=2[C:22]2[CH:21]=[C:20]3[CH:25]=[CH:24][CH:23]=2)[CH2:6][CH2:7]1)[C:41]([O:43][CH3:44])=[O:42])([CH3:48])([CH3:49])[CH3:47]. Reported procedure: Prepared in 69% from (S)-methyl 2-(5-(4-(allyloxy)-4-methylpiperidin-1-yl)-2-(3′-fluoro-2′-((S)-pent-4-en-2-yloxy)-[1,1′-biphenyl]-3-yl)-7-methylimidazo[1,2-a]pyridin-6-yl)-2-(tert-butoxy)acetate following the same procedure as methyl(2S)-2-(tert-butoxy)-2-[(22S)-18-fluoro-4,22,28-trimethyl-21,27-dioxa-1,7,34-triazahexacyclo[26.2.2.16,9.110,14.02,7.015,20]tetratriaconta-2,4,6(34),8,10(33),11,13,15(20),16,18,24-undecaen-3-yl]acetate. 1H NMR (400 MHz, CDCl3) δ 8.13 (br. s., 1H), 8.06 (s, 1H), 8.01... Starting materials: C=CC(C)(C)C(O)c1cc(C(=O)OC)ccc1-c1cc(OC)ccc1F, CI, [H-], [Na+], CN(C)C=O, O. The product is C=CC(C)(C)C(OC)c1cc(C(=O)OC)ccc1-c1cc(OC)ccc1F. As a reaction SMILES: [CH3:1][O:2][C:3](=[O:4])[c:5]1[cH:6][c:7]([CH:20]([C:21]([CH:22]=[CH2:23])([CH3:24])[CH3:25])[OH:26])[c:8](-[c:11]2[c:12]([F:19])[cH:13][cH:14][c:15]([O:17][CH3:18])[cH:16]2)[cH:9][cH:10]1.[CH3:29][I:30].[H-:27].[Na+:28].[O:32]=[CH:33][N:34]([CH3:35])[CH3:36].[OH2:31]>>[CH3:1][O:2][C:3](=[O:4])[c:5]1[cH:6][c:7]([CH:20]([C:21]([CH:22]=[CH2:23])([CH3:24])[CH3:25])[O:26][CH3:29])[c:8](-[c:11]2[c:12]([F:19])[cH:13][cH:14][c:15]([O:17][CH3:18])[cH:16]2)[cH:9][cH:10]1.